From a dataset of the Open Reaction Database (ORD), a public repository of structured organic reaction records. describe an organic reaction: reactants, conditions, products, and yield Starting materials: C1=C(C=CC=2C3=CC=CC=C3CCC12)C(CC)=O (1-(9,10-dihydrophenanthrene-2-yl)propan-1-one), O.NN (hydrazine hydrate). Solvent: C(COCCO)O (diethylene glycol). Run at temperature 100 celsius. Product: C(CC)C1=CC=2CCC3=CC=CC=C3C2C=C1 (2-propyl-9,10-dihydrophenanthrene). The yield is 77.2%. As a reaction SMILES: [CH:1]1[C:14]2[CH2:13][CH2:12][C:11]3[C:6](=[CH:7][CH:8]=[CH:9][CH:10]=3)[C:5]=2[CH:4]=[CH:3][C:2]=1[C:15](=O)[CH2:16][CH3:17].O.NN>C(O)COCCO>[CH2:15]([C:2]1[CH:3]=[CH:4][C:5]2[C:6]3[C:11](=[CH:10][CH:9]=[CH:8][CH:7]=3)[CH2:12][CH2:13][C:14]=2[CH:1]=1)[CH2:16][CH3:17] |f:1.2|. Reported procedure: A suspension of 360 g of aluminum chloride in 1 L of methylene chloride was cooled to 0° C., and a solution of 250 g of propanoic chloride in 800 mL of methylene chloride was then added dropwise to the suspension. Following completion of the addition, the mixture was stirred at the same temperature for 30 minutes, and a solution of 443 g of 9,10-dihydrophenanthrene in 800 mL of methylene chloride was then added dropwise. The reaction mixture was stirred for a further one hour, and the reaction t... Starting materials: C(=O)([O-])C(O)C(O)C(=O)[O-].[Na+].[K+] (potassium sodium tartrate), COC(=O)C1=CC2=C(C=C1)C=C(C=C2)C(=O)OC (2,6-naphthalene dicarboxylic acid dimethyl), CO (methanol), [H-].[Al+3].[Li+].[H-].[H-].[H-] (lithium aluminum hydride). Run in C1CCOC1 (THF). Conditions: time 2 hour. The product is OCC1=CC2=CC=C(C=C2C=C1)CO (2,6-dihydroxymethylnaphthalene). Yield: 101.2%. As a reaction SMILES: C[O:2][C:3]([C:5]1[CH:10]=[CH:9][C:8]2[CH:11]=[C:12]([C:15](OC)=[O:16])[CH:13]=[CH:14][C:7]=2[CH:6]=1)=O.[H-].[Al+3].[Li+].[H-].[H-].[H-].CO.C(C(C(C([O-])=O)O)O)([O-])=O.[Na+].[K+]>C1COCC1>[OH:2][CH2:3][C:5]1[CH:10]=[CH:9][C:8]2[C:7](=[CH:14][CH:13]=[C:12]([CH2:15][OH:16])[CH:11]=2)[CH:6]=1 |f:1.2.3.4.5.6,8.9.10|. Procedure details: 2,6-naphthalene dicarboxylic acid dimethyl (5.00 g) was dissolved in anhydrous THF (150 ml) and added with lithium aluminum hydride (1.55 g) under ice-cooling, followed by stirring at room temperature for 2 hours under a nitrogen atmosphere. After completion of the reaction, methanol and an aqueous potassium sodium tartrate solution were added to the solution in this order and the whole was stirred overnight. The solution was subjected to extraction with chloroform and ethyl acetate and the extr...